describe an organic reaction: reactants, conditions, products, and yield From a dataset of the Open Reaction Database (ORD), a public repository of structured organic reaction records. Starting materials: CN1CCNCC1, O=C(O)c1cn(C2CC2)c2nc3cc(Cl)c(F)cc3cc2c1=O, c1ccncc1. Yields the product CN1CCN(c2cc3nc4c(cc3cc2F)c(=O)c(C(=O)O)cn4C2CC2)CC1. As a reaction SMILES: [CH3:24][N:25]1[CH2:26][CH2:27][NH:28][CH2:29][CH2:30]1.[Cl:1][c:2]1[c:3]([F:23])[cH:4][c:5]2[c:6]([n:7][c:8]3[n:9]([CH:19]4[CH2:20][CH2:21]4)[cH:10][c:11]([C:16](=[O:17])[OH:18])[c:12](=[O:15])[c:13]3[cH:14]2)[cH:22]1.[cH:31]1[cH:32][cH:33][n:34][cH:35][cH:36]1>>[c:2]1([N:28]2[CH2:27][CH2:26][N:25]([CH3:24])[CH2:30][CH2:29]2)[c:3]([F:23])[cH:4][c:5]2[c:6]([n:7][c:8]3[n:9]([CH:19]4[CH2:20][CH2:21]4)[cH:10][c:11]([C:16](=[O:17])[OH:18])[c:12](=[O:15])[c:13]3[cH:14]2)[cH:22]1.